Dataset: the Open Reaction Database (ORD), a public repository of structured organic reaction records. Task: describe an organic reaction: reactants, conditions, products, and yield Starting materials: Cl.N1CCOCC1 (morpholine hydrochloride), C(C)(C)(C)C1=CC=C(C=C1)C(CC)=O (p-tert.-butyl-propiophenone), C=O (paraformaldehyde), Cl (hydrochloric acid). Solvent: C(C)O (ethanol). Yields the product Cl.C(C)(C)(C)C1=CC=C(C=C1)C(C(CN1CCOCC1)C)=O (p-tert.-butyl-2-methyl-3-morpholin-4-yl-propiophenone hydrochloride). Yield: 61.4%. Reaction SMILES: [ClH:1].[NH:2]1[CH2:7][CH2:6][O:5][CH2:4][CH2:3]1.[C:8]([C:12]1[CH:17]=[CH:16][C:15]([C:18](=[O:21])[CH2:19][CH3:20])=[CH:14][CH:13]=1)([CH3:11])([CH3:10])[CH3:9].[CH2:22]=O.Cl>C(O)C>[ClH:1].[C:8]([C:12]1[CH:13]=[CH:14][C:15]([C:18](=[O:21])[CH:19]([CH3:22])[CH2:20][N:2]2[CH2:7][CH2:6][O:5][CH2:4][CH2:3]2)=[CH:16][CH:17]=1)([CH3:11])([CH3:10])[CH3:9] |f:0.1,6.7|. Procedure: 37.07 g (0.3 mole) of morpholine hydrochloride, 57.1 g (0.3 mole) of p-tert.-butyl-propiophenone and 15.01 g (0.5 mole) of paraformaldehyde were heated under reflux in 150 ml of ethanol for 1 hour. After adding 0.5 ml of concentrated hydrochloric acid, the reaction mixture was stirred under reflux for a further 15 hours. It was then concentrated, the residue was taken up in chloroform, the chloroform mixture was washed twice with water and the organic phase was dried over sodium sulphate and con... Reactants: Triethyl phosphonoacetate, C([O-])([O-])=O.[Cs+].[Cs+] (caesium carbonate), ClC1=CC2=C(C(OC2)O)C=C1 (5-Chloro-1,3-dihydro-2-benzofuran-1-ol), C1CCOC1 (THF). Run at temperature 0 celsius, time 3 hour. Product: ClC1=CC2=C(C(OC2)CC(=O)OCC)C=C1 (Ethyl (5-chloro-1,3-dihydro-2-benzofuran-1-yl)acetate). Reaction SMILES: [Cl:1][C:2]1[CH:11]=[CH:10][C:5]2[CH:6](O)[O:7][CH2:8][C:4]=2[CH:3]=1.C(=O)([O-])[O-:13].[Cs+].[Cs+].[CH2:18]1[CH2:22][O:21][CH2:20][CH2:19]1>>[Cl:1][C:2]1[CH:11]=[CH:10][C:5]2[CH:6]([CH2:19][C:20]([O:21][CH2:22][CH3:18])=[O:13])[O:7][CH2:8][C:4]=2[CH:3]=1 |f:1.2.3|. Procedure: 5-Chloro-1,3-dihydro-2-benzofuran-1-ol (2.95 g, 17.3 mmol) was dissolved in THF (60 mL) and cooled to 0° C. Triethyl phosphonoacetate (11.7 g, 52.1 mmol) and caesium carbonate (17 g, 52.1 mmol) were added. After 20 min the cold bath was removed and the reaction mixture allowed to stir at room temperature for 3 h, then quenched with a saturated solution of ammonium chloride and extracted with ethyl acetate. The combined organic layers were washed with brine, dried (MgSO4), filtered and evaporated... As a reaction SMILES: [Br:39][c:40]1[cH:41][c:42]([S:46](=[O:47])(=[O:48])[NH:49][C:50]([CH2:51][OH:52])([CH3:53])[CH3:54])[cH:43][cH:44][cH:45]1.[CH2:1]([Sn:2]([CH2:3][CH2:4][CH2:5][CH3:31])([c:6]1[n:7][cH:8][n:9](-[c:11]2[n:12][c:13](-[c:21]3[cH:22][cH:23][c:24]([C:27]([F:28])([F:29])[F:30])[cH:25][cH:26]3)[cH:14][c:15]([C:17]([F:18])([F:19])[F:20])[cH:16]2)[cH:10]1)[CH2:32][CH2:33][CH2:34][CH3:35])[CH2:36][CH2:37][CH3:38].[CH3:55][CH2:56][CH2:57][CH2:58][CH2:59][CH2:60][CH3:61].[CH3:62][c:63]1[cH:64][cH:65][cH:66][cH:67][cH:68]1>>[c:6]1(-[c:40]2[cH:41][c:42]([S:46](=[O:47])(=[O:48])[NH:49][C:50]([CH2:51][OH:52])([CH3:53])[CH3:54])[cH:43][cH:44][cH:45]2)[n:7][cH:8][n:9](-[c:11]2[n:12][c:13](-[c:21]3[cH:22][cH:23][c:24]([C:27]([F:28])([F:29])[F:30])[cH:25][cH:26]3)[cH:14][c:15]([C:17]([F:18])([F:19])[F:20])[cH:16]2)[cH:10]1. The reactants are CC(C)(CO)NS(=O)(=O)c1cccc(Br)c1, CCCC[Sn](CCCC)(CCCC)c1cn(-c2cc(C(F)(F)F)cc(-c3ccc(C(F)(F)F)cc3)n2)cn1, CCCCCCC, Cc1ccccc1. Product: CC(C)(CO)NS(=O)(=O)c1cccc(-c2cn(-c3cc(C(F)(F)F)cc(-c4ccc(C(F)(F)F)cc4)n3)cn2)c1. Reactants: C([O-])([O-])=O.[Na+].[Na+] (sodium carbonate), O (water), ClC1=CC=NC2=CC=CC=C12 (4-chloro-quinoline), N1(C=CC2=CC=CC=C12)N (1H-indol-1-amine), CCOCC.Cl (ether HCl). The solvent is C(C)(C)O (isopropanol). Conditions: time 3 hour. The product is C(\C=C/C(=O)O)(=O)O.N1(C=CC2=CC=CC=C12)NC1=CC=NC2=CC=CC=C12 (N-(1H-Indol-1-yl)-4-quinolinamine maleate). Reaction SMILES: Cl[C:2]1[C:11]2[C:6](=[CH:7][CH:8]=[CH:9][CH:10]=2)[N:5]=[CH:4][CH:3]=1.[N:12]1([NH2:21])[C:20]2[C:15](=[CH:16][CH:17]=[CH:18][CH:19]=2)[CH:14]=[CH:13]1.CC[O:24]CC.Cl.[C:28](=[O:31])([O-])[O-:29].[Na+].[Na+].[OH2:34]>C(O)(C)C>[C:28]([OH:29])(=[O:31])/[CH:11]=[CH:2]\[C:3]([OH:24])=[O:34].[N:12]1([NH:21][C:2]2[C:11]3[C:6](=[CH:7][CH:8]=[CH:9][CH:10]=3)[N:5]=[CH:4][CH:3]=2)[C:20]2[C:15](=[CH:16][CH:17]=[CH:18][CH:19]=2)[CH:14]=[CH:13]1 |f:2.3,4.5.6,9.10|. Procedure details: A solution prepared from 4-chloro-quinoline (5 g), 1H-indol-1-amine (5 g), 100 ml isopropanol and 1 ml saturated ether/HCl was stirred for three hours at reflux, and thereafter cooled, stirred with water, basified with sodium carbonate and extracted with dichloromethane. The organic extract was washed successively with water and saturated sodium chloride solution, dried (anhy. MgSO4), filtered and concentrated to a solid. This was purified by flash chromatography (silica, 10% ethyl acetate in di... The reactants are CO, Cn1ccnc1C#N, [Cl-], [H-], [NH4+], [Na+]. The product is Cn1ccnc1C(=N)N, Cl. As a reaction SMILES: [CH3:13][OH:14].[CH3:3][n:4]1[c:5]([C:9]#[N:10])[n:6][cH:7][cH:8]1.[Cl-:11].[H-:1].[NH4+:12].[Na+:2]>>[CH3:3][n:4]1[c:5]([C:9](=[NH:10])[NH2:12])[n:6][cH:7][cH:8]1.[ClH:11].